From a dataset of the Open Reaction Database (ORD), a public repository of structured organic reaction records. describe an organic reaction: reactants, conditions, products, and yield Starting materials: C[Si](C)(C)c1cccc(C=O)c1, CCO, [Cl-], CCOC(=O)CN=[N+]=[N-], [NH4+], [Na]. The product is CCOC(=O)C(=Cc1cccc([Si](C)(C)C)c1)N=[N+]=[N-]. RXN SMILES: [CH3:11][Si:12]([c:13]1[cH:14][c:15]([CH:16]=[O:17])[cH:18][cH:19][cH:20]1)([CH3:21])[CH3:22].[CH3:25][CH2:26][OH:27].[Cl-:23].[N:2](=[N+:3]=[N-:4])[CH2:5][C:6](=[O:7])[O:8][CH2:9][CH3:10].[NH4+:24].[Na:1]>>[N:2](=[N+:3]=[N-:4])[C:5]([C:6](=[O:7])[O:8][CH2:9][CH3:10])=[CH:16][c:15]1[cH:14][c:13]([Si:12]([CH3:11])([CH3:21])[CH3:22])[cH:20][cH:19][cH:18]1. Starting materials: C(C)OC(=O)C=1C(=C2C(=NC1)N(N=C2)CC)O (1-ethyl-4-hydroxy-1H-pyrazolo[3,4-b]pyridine-5-carboxylic acid ethyl ester), C([O-])([O-])=O.[K+].[K+] (potassium carbonate), C(C)I (ethyl iodide). The solvent is CN(C=O)C (dimethylformamide). Conditions: time 7 hour. Product: C(C)OC(=O)C=1C(=C2C(=NC1)N(N=C2)CC)OCC (4-Ethoxy-1-ethyl-1H-pyrazolo[3,4-b]pyridine-5-carboxylic acid ethyl ester). RXN SMILES: [CH2:1]([O:3][C:4]([C:6]1[C:7]([OH:17])=[C:8]2[CH:14]=[N:13][N:12]([CH2:15][CH3:16])[C:9]2=[N:10][CH:11]=1)=[O:5])[CH3:2].C(=O)([O-])[O-].[K+].[K+].[CH2:24](I)[CH3:25]>CN(C)C=O>[CH2:1]([O:3][C:4]([C:6]1[C:7]([O:17][CH2:24][CH3:25])=[C:8]2[CH:14]=[N:13][N:12]([CH2:15][CH3:16])[C:9]2=[N:10][CH:11]=1)=[O:5])[CH3:2] |f:1.2.3|. Procedure details: In a solution of 259 g. (1.1 mol.) of 1-ethyl-4-hydroxy-1H-pyrazolo[3,4-b]pyridine-5-carboxylic acid ethyl ester in 1700 ml. of dimethylformamide, 400 g. of well powdered potassium carbonate and 300 g. of ethyl iodide are introduced. The reaction mixture is stirred for 7 hours at 65° and filtered under suction, while hot, from excess potassium carbonate. Upon standing overnight, 165 g. of 4-ethoxy-1-ethyl-1H-pyrazolo[3,4-b]pyridine-5-carboxylic acid ethyl ester crystallize out of the solution, m... Starting materials: CC(=O)N1CCC(C(=O)O)CC1, CN(C(=O)c1ccc(Cl)cc1)C1CCNCC1c1ccc(Cl)c(Cl)c1, Cl. The product is CC(=O)N1CCC(C(=O)N2CCC(N(C)C(=O)c3ccc(Cl)cc3)C(c3ccc(Cl)c(Cl)c3)C2)CC1. RXN SMILES: [C:27]([CH3:28])(=[O:29])[N:30]1[CH2:31][CH2:32][CH:33]([C:36](=[O:37])[OH:38])[CH2:34][CH2:35]1.[Cl:2][c:3]1[cH:4][cH:5][c:6]([C:7](=[O:8])[N:9]([CH3:10])[CH:11]2[CH:12]([c:17]3[cH:18][c:19]([Cl:24])[c:20]([Cl:23])[cH:21][cH:22]3)[CH2:13][NH:14][CH2:15][CH2:16]2)[cH:25][cH:26]1.[ClH:1]>>[Cl:2][c:3]1[cH:4][cH:5][c:6]([C:7](=[O:8])[N:9]([CH3:10])[CH:11]2[CH:12]([c:17]3[cH:18][c:19]([Cl:24])[c:20]([Cl:23])[cH:21][cH:22]3)[CH2:13][N:14]([C:36]([CH:33]3[CH2:32][CH2:31][N:30]([C:27]([CH3:28])=[O:29])[CH2:35][CH2:34]3)=[O:37])[CH2:15][CH2:16]2)[cH:25][cH:26]1. Starting materials: NC1=NC=NN2C1=CC=C2C=2CCN(CC2)C(=O)OC(C)(C)C (tert-butyl 4-(4-aminopyrrolo[2,1-f][1,2,4]triazin-7-yl)-3,6-dihydropyridine-1(2H)-carboxylate), BrC1=CC=C2C(=NC=NN21)N (7-bromopyrrolo[2,1-f][1,2,4]triazin-4-amine). Product: NC1=NC(=NN2C1=CC=C2C=2CCN(CC2)C(=O)OC(C)(C)C)C (tert-butyl 4-(4-amino-2-methylpyrrolo[2,1-f][1,2,4]triazin-7-yl)-3,6-dihydropyridine-1(2H)-carboxylate). RXN SMILES: [NH2:1][C:2]1[C:7]2=[CH:8][CH:9]=[C:10]([C:11]3[CH2:12][CH2:13][N:14]([C:17]([O:19][C:20]([CH3:23])([CH3:22])[CH3:21])=[O:18])[CH2:15][CH:16]=3)[N:6]2[N:5]=[CH:4][N:3]=1.Br[C:25]1N2C(C(N)=NC=N2)=CC=1>>[NH2:1][C:2]1[C:7]2=[CH:8][CH:9]=[C:10]([C:11]3[CH2:12][CH2:13][N:14]([C:17]([O:19][C:20]([CH3:23])([CH3:22])[CH3:21])=[O:18])[CH2:15][CH:16]=3)[N:6]2[N:5]=[C:4]([CH3:25])[N:3]=1. Procedure: The title compound was prepared in the same manner described for the preparation of tert-butyl 4-(4-aminopyrrolo[2,1-f][1,2,4]triazin-7-yl)-3,6-dihydropyridine-1(2H)-carboxylate and substituting 7-bromo-2-methylpyrrolo[2,1-f][1,2,4]triazin-4-amine for 7-bromopyrrolo[2,1-f][1,2,4]triazin-4-amine. 1H-NMR (CD3OD): δ 7.02 (s, 1 H), 6.83 (d, 1 H), 6.62 (d, 1 H), 4.13 (s, 2 H), 3.64 (s, 2 H), 2.62 (d, 2 H), 2.33 (s, 3 H), 1.49 (s, 9 H). MS: LC/MS (+esi), m/z=330 [M+H]. RT=2.47 min. Starting materials: CO, [H][H], O=c1[nH]c2cc([N+](=O)[O-])ccc2o1. The product is Nc1ccc2oc(=O)[nH]c2c1. As a reaction SMILES: [CH3:16][OH:17].[H:14][H:15].[N+:1]([O-:2])(=[O:3])[c:4]1[cH:5][cH:6][c:7]2[c:8]([nH:9][c:10](=[O:12])[o:11]2)[cH:13]1>>[NH2:1][c:4]1[cH:5][cH:6][c:7]2[c:8]([nH:9][c:10](=[O:12])[o:11]2)[cH:13]1. Reactants: O=C(O)C(F)(F)F, Oc1ccc(OCCN2CCOCC2)cc1, N#Cc1cscc1-c1ccc(OCCCc2sc(N3CCc4cccc(C(=O)Nc5nc6ccccc6s5)c4C3)nc2C(=O)O)cc1. Yields the product O=C(Nc1nc2ccccc2s1)c1cccc2c1CN(c1nc(C(=O)O)c(CCCOc3ccc(OCCN4CCOCC4)cc3)s1)CC2. Reaction SMILES: [F:1][C:2]([F:3])([F:4])[C:5]([OH:6])=[O:7].[O:55]1[CH2:56][CH2:57][N:58]([CH2:61][CH2:62][O:63][c:64]2[cH:65][cH:66][c:67]([OH:68])[cH:69][cH:70]2)[CH2:59][CH2:60]1.[s:8]1[c:9]([NH:17][C:18](=[O:19])[c:20]2[cH:21][cH:22][cH:23][c:24]3[c:29]2[CH2:28][N:27]([c:30]2[s:31][c:32]([CH2:38][CH2:39][CH2:40][O:41][c:42]4[cH:43][cH:44][c:45](-[c:48]5[c:49]([C:50]#[N:51])[cH:52][s:53][cH:54]5)[cH:46][cH:47]4)[c:33]([C:35](=[O:36])[OH:37])[n:34]2)[CH2:26][CH2:25]3)[n:10][c:11]2[c:12]1[cH:13][cH:14][cH:15][cH:16]2>>[s:8]1[c:9]([NH:17][C:18](=[O:19])[c:20]2[cH:21][cH:22][cH:23][c:24]3[c:29]2[CH2:28][N:27]([c:30]2[s:31][c:32]([CH2:38][CH2:39][CH2:40][O:41][c:42]4[cH:43][cH:44][c:45]([O:63][CH2:62][CH2:61][N:58]5[CH2:57][CH2:56][O:55][CH2:60][CH2:59]5)[cH:46][cH:47]4)[c:33]([C:35](=[O:36])[OH:37])[n:34]2)[CH2:26][CH2:25]3)[n:10][c:11]2[c:12]1[cH:13][cH:14][cH:15][cH:16]2. Reactants: C1CCNCC1, CCO, CC(C)Oc1cccc(Nc2ccn3ncc(C=O)c3n2)c1, O=C1CNC(=O)N1. Yields the product CC(C)Oc1cccc(Nc2ccn3ncc(C=C4NC(=O)NC4=O)c3n2)c1. Reaction SMILES: [CH2:30]1[CH2:31][CH2:32][NH:33][CH2:34][CH2:35]1.[CH3:36][CH2:37][OH:38].[CH:1]([CH3:2])([CH3:3])[O:4][c:5]1[cH:6][c:7]([NH:11][c:12]2[n:13][c:14]3[n:15]([cH:16][cH:17]2)[n:18][cH:19][c:20]3[CH:21]=[O:22])[cH:8][cH:9][cH:10]1.[O:23]=[C:24]1[CH2:25][NH:26][C:27](=[O:28])[NH:29]1>>[CH:1]([CH3:2])([CH3:3])[O:4][c:5]1[cH:6][c:7]([NH:11][c:12]2[n:13][c:14]3[n:15]([cH:16][cH:17]2)[n:18][cH:19][c:20]3[CH:21]=[C:25]2[C:24](=[O:23])[NH:29][C:27](=[O:28])[NH:26]2)[cH:8][cH:9][cH:10]1. Starting materials: Example 1 ( 2 ), BrC1C=2C(=C3C(C=4C=CC(C5(C4C(C3=C(C2CC(C1)O)O)=O)OCCO5)CC)=O)O (7-bromo-9-(1,1-ethylenedioxy)ethyl-6,9,11-trihydroxy-5,7,8,9,10,12-hexahydronaphthacene-5,12-dione), C(O)CN (ethanolamine). Product: OCCNC1C=2C(=C3C(C=4C=CC(C5(C4C(C3=C(C2CC(C1)O)O)=O)OCCO5)CC)=O)O (7-(2-hydroxyethyl)amino-9-(1,1-ethylenedioxy)ethyl-6,9,11-trihydroxy-5,7,8,9,10,12-hexahydronaphthacene-5,12-dione). Reaction SMILES: Br[CH:2]1[CH2:19][CH:18]([OH:20])[CH2:17][C:16]2[C:15]([OH:21])=[C:14]3[C:5]([C:6](=[O:29])[C:7]4[CH:8]=[CH:9][CH:10]([CH2:27][CH3:28])[C:11]5([O:26][CH2:25][CH2:24][O:23]5)[C:12]=4[C:13]3=[O:22])=[C:4]([OH:30])[C:3]1=2.[CH2:31]([CH2:33][NH2:34])[OH:32]>>[OH:32][CH2:31][CH2:33][NH:34][CH:2]1[CH2:19][CH:18]([OH:20])[CH2:17][C:16]2[C:15]([OH:21])=[C:14]3[C:5]([C:6](=[O:29])[C:7]4[CH:8]=[CH:9][CH:10]([CH2:27][CH3:28])[C:11]5([O:26][CH2:25][CH2:24][O:23]5)[C:12]=4[C:13]3=[O:22])=[C:4]([OH:30])[C:3]1=2. Procedure: In the same manner as in Example 1 (2), 7-bromo-9-(1,1-ethylenedioxy)ethyl-6,9,11-trihydroxy-5,7,8,9,10,12-hexahydronaphthacene-5,12-dione (1.0 g) prepared in Example 1 (1) and ethanolamine (20 ml) were subjected to reaction to give 7-(2-hydroxyethyl)amino-9-(1,1-ethylenedioxy)ethyl-6,9,11-trihydroxy-5,7,8,9,10,12-hexahydronaphthacene-5,12-dione as orange crystals. M.P., 190° C. (decomp.). Reactants: CCOC(C)=O, CCOC(=O)C(CCC(=O)c1ccc(F)cc1)NC(=O)OC(C)(C)C, Cl. Yields the product CCOC(=O)C1CCC(c2ccc(F)cc2)N1. RXN SMILES: [C:26]([O:27][CH2:28][CH3:29])(=[O:30])[CH3:31].[CH2:1]([CH3:2])[O:3][C:4]([CH:5]([CH2:6][CH2:7][C:8]([c:10]1[cH:11][cH:12][c:13]([F:16])[cH:14][cH:15]1)=[O:24])[NH:17][C:9]([O:18][C:19]([CH3:20])([CH3:21])[CH3:22])=[O:23])=[O:25].[ClH:32]>>[CH2:1]([CH3:2])[O:3][C:4]([CH:5]1[CH2:6][CH2:7][CH:8]([c:10]2[cH:11][cH:12][c:13]([F:16])[cH:14][cH:15]2)[NH:17]1)=[O:25].